From a dataset of the Open Reaction Database (ORD), a public repository of structured organic reaction records. describe an organic reaction: reactants, conditions, products, and yield The reactants are CC#N, CN1CCCC1=O, CCC(=O)NC1CC(n2cnc3c(NCC(c4ccccc4)c4ccccc4)nc(Cl)nc32)C(O)C1O, [I-], NC(CO)Cc1ccccc1, [Na+]. The product is CCC(=O)NC1CC(n2cnc3c(NCC(c4ccccc4)c4ccccc4)nc(NC(CO)Cc4ccccc4)nc32)C(O)C1O. Reaction SMILES: [CH3:51][C:52]#[N:53].[CH3:54][N:55]1[CH2:56][CH2:57][CH2:58][C:59]1=[O:60].[Cl:1][c:2]1[n:3][c:4]([NH:23][CH2:24][CH:25]([c:26]2[cH:27][cH:28][cH:29][cH:30][cH:31]2)[c:32]2[cH:33][cH:34][cH:35][cH:36][cH:37]2)[c:5]2[n:6][cH:7][n:8]([CH:11]3[CH:12]([OH:22])[CH:13]([OH:21])[CH:14]([NH:16][C:17]([CH2:18][CH3:19])=[O:20])[CH2:15]3)[c:9]2[n:10]1.[I-:50].[NH2:38][CH:39]([CH2:40][c:41]1[cH:42][cH:43][cH:44][cH:45][cH:46]1)[CH2:47][OH:48].[Na+:49]>>[c:2]1([NH:38][CH:39]([CH2:40][c:41]2[cH:42][cH:43][cH:44][cH:45][cH:46]2)[CH2:47][OH:48])[n:3][c:4]([NH:23][CH2:24][CH:25]([c:26]2[cH:27][cH:28][cH:29][cH:30][cH:31]2)[c:32]2[cH:33][cH:34][cH:35][cH:36][cH:37]2)[c:5]2[n:6][cH:7][n:8]([CH:11]3[CH:12]([OH:22])[CH:13]([OH:21])[CH:14]([NH:16][C:17]([CH2:18][CH3:19])=[O:20])[CH2:15]3)[c:9]2[n:10]1. The reactants are C(CCC)N1C(NC(=CC1=O)Cl)=O (3-butyl-6-chloropyrimidine-2,4(1H,3H)-dione), BrCC1=CC=C(C=C1)C1=C(C=CC=C1)C1=NN=NN1C(C1=CC=CC=C1)(C1=CC=CC=C1)C1=CC=CC=C1 (4-bromomethyl-2'-(N-trityltetrazol-5-yl)biphenyl), C([O-])([O-])=O.[K+].[K+] (potassium carbonate). Run in CN(C)C=O (DMF). Run at temperature 60 celsius, time 4 hour. Product: C(CCC)N1C(N(C(=CC1=O)Cl)CC1=CC=C(C=C1)C1=C(C=CC=C1)C1=NN=NN1C(C1=CC=CC=C1)(C1=CC=CC=C1)C1=CC=CC=C1)=O (3-Butyl-6-chloro-1-[[2'-(N-trityltetrazol-5-yl)biphenyl-4-yl]methyl]pyrimidine-2,4(1H,3H)-dione). The yield is 58.8%. RXN SMILES: [CH2:1]([N:5]1[C:10](=[O:11])[CH:9]=[C:8]([Cl:12])[NH:7][C:6]1=[O:13])[CH2:2][CH2:3][CH3:4].Br[CH2:15][C:16]1[CH:21]=[CH:20][C:19]([C:22]2[CH:27]=[CH:26][CH:25]=[CH:24][C:23]=2[C:28]2[N:32]([C:33]([C:46]3[CH:51]=[CH:50][CH:49]=[CH:48][CH:47]=3)([C:40]3[CH:45]=[CH:44][CH:43]=[CH:42][CH:41]=3)[C:34]3[CH:39]=[CH:38][CH:37]=[CH:36][CH:35]=3)[N:31]=[N:30][N:29]=2)=[CH:18][CH:17]=1.C(=O)([O-])[O-].[K+].[K+]>CN(C=O)C>[CH2:1]([N:5]1[C:10](=[O:11])[CH:9]=[C:8]([Cl:12])[N:7]([CH2:15][C:16]2[CH:17]=[CH:18][C:19]([C:22]3[CH:27]=[CH:26][CH:25]=[CH:24][C:23]=3[C:28]3[N:32]([C:33]([C:46]4[CH:51]=[CH:50][CH:49]=[CH:48][CH:47]=4)([C:40]4[CH:41]=[CH:42][CH:43]=[CH:44][CH:45]=4)[C:34]4[CH:39]=[CH:38][CH:37]=[CH:36][CH:35]=4)[N:31]=[N:30][N:29]=3)=[CH:20][CH:21]=2)[C:6]1=[O:13])[CH2:2][CH2:3][CH3:4] |f:2.3.4|. Procedure details: A mixture of 3-butyl-6-chloropyrimidine-2,4(1H,3H)-dione (1 g), 4-bromomethyl-2'-(N-trityltetrazol-5-yl)biphenyl (3.02 g) and potassium carbonate (0.82 g) in DMF (50 ml) was stirred at 60° C. for 4 hours. The reaction mixture was concentrated to dryness in vacuo and then the residue was dissolved in methylene chloride. The insoluble material was removed from the reaction mixture by filtration and the filtrate was concentrated to dryness. The resulting residue was purified by column chromatograph...